This data is from the Open Reaction Database (ORD), a public repository of structured organic reaction records. The task is: describe an organic reaction: reactants, conditions, products, and yield Reactants: Cl (hydrochloric acid), CN1C(=NC2=C1C=CC=C2)COC2=CC=C(CN1N=C(C(=C1)CCC(=O)OCC)C1=CC=CC=C1)C=C2 (ethyl 3-[1-[4-(1-methyl-1H-benzimidazol-2-ylmethoxy)benzyl]-3-phenyl-1H-pyrazol-4-yl]propionate), [OH-].[Na+] (sodium hydroxide), O1CCCC1 (tetrahydrofuran). The solvent is C(C)O (ethanol). Conditions: time 2 hour. The product is CN1C(=NC2=C1C=CC=C2)COC2=CC=C(CN1N=C(C(=C1)CCC(=O)O)C1=CC=CC=C1)C=C2 (3-[1-[4-(1-methyl-1H-benzimidazol-2-ylmethoxy)benzyl]-3-phenyl-1H-pyrazol-4-yl]propionic acid). Isolated yield 85.6%. RXN SMILES: [CH3:1][N:2]1[C:6]2[CH:7]=[CH:8][CH:9]=[CH:10][C:5]=2[N:4]=[C:3]1[CH2:11][O:12][C:13]1[CH:37]=[CH:36][C:16]([CH2:17][N:18]2[CH:22]=[C:21]([CH2:23][CH2:24][C:25]([O:27]CC)=[O:26])[C:20]([C:30]3[CH:35]=[CH:34][CH:33]=[CH:32][CH:31]=3)=[N:19]2)=[CH:15][CH:14]=1.[OH-].[Na+].O1CCCC1.Cl>C(O)C>[CH3:1][N:2]1[C:6]2[CH:7]=[CH:8][CH:9]=[CH:10][C:5]=2[N:4]=[C:3]1[CH2:11][O:12][C:13]1[CH:37]=[CH:36][C:16]([CH2:17][N:18]2[CH:22]=[C:21]([CH2:23][CH2:24][C:25]([OH:27])=[O:26])[C:20]([C:30]3[CH:35]=[CH:34][CH:33]=[CH:32][CH:31]=3)=[N:19]2)=[CH:15][CH:14]=1 |f:1.2|. Reported procedure: After a mixture of ethyl 3-[1-[4-(1-methyl-1H-benzimidazol-2-ylmethoxy)benzyl]-3-phenyl-1H-pyrazol-4-yl]propionate (520 mg), 1N aqueous sodium hydroxide solution (2 ml), tetrahydrofuran (5 ml) and ethanol (5 ml) was stirred at room temperature for 2 hours, 1 N hydrochloric acid (2 ml) was added to the mixture, and then the mixture was extracted with ethyl acetate. The ethyl acetate layer was washed with saturated aqueous sodium chloride solution, dried (MgSO4) and concentrated. The resulting col... Starting materials: [H-].[Na+] (sodium hydride), ice water, FC1=CC2=C(NC(CO2)=O)C(=C1N1C(C=2CCCCC2C1=O)=O)[N+](=O)[O-] (2-[7-Fluoro-5-nitro-2H-1,4-benzoxazine-3(4H)-on-6-yl]-4,5,6,7-tetrahydro-2H-isoindole-1,3-dione), CI (methyl iodide). Run in CN(C=O)C (dimethylformamide), CN(C=O)C (dimethylformamide). Conditions: time 0.5 hour. Yields the product FC1=CC2=C(N(C(CO2)=O)C)C(=C1N1C(C=2CCCCC2C1=O)=O)[N+](=O)[O-] (2-[7-fluoro-4-methyl-5-nitro-2H-1,4-benzoxazine-3(4H)-on-6-yl]-4,5,6,7-tetrahydro-2H-isoindole-1,3-dione). Yield: 42.9%. Reaction SMILES: [F:1][C:2]1[C:12]([N:13]2[C:21](=[O:22])[C:20]3[CH2:19][CH2:18][CH2:17][CH2:16][C:15]=3[C:14]2=[O:23])=[C:11]([N+:24]([O-:26])=[O:25])[C:5]2[NH:6][C:7](=[O:10])[CH2:8][O:9][C:4]=2[CH:3]=1.[H-].[Na+].[CH3:29]I>CN(C)C=O>[F:1][C:2]1[C:12]([N:13]2[C:21](=[O:22])[C:20]3[CH2:19][CH2:18][CH2:17][CH2:16][C:15]=3[C:14]2=[O:23])=[C:11]([N+:24]([O-:26])=[O:25])[C:5]2[N:6]([CH3:29])[C:7](=[O:10])[CH2:8][O:9][C:4]=2[CH:3]=1 |f:1.2|. Procedure: 2-[7-Fluoro-5-nitro-2H-1,4-benzoxazine-3(4H)-on-6-yl]-4,5,6,7-tetrahydro-2H-isoindole-1,3-dione (1.3 g) was dissolved in anhydrous dimethylformamide (15 ml) and was slowly added to a stirred suspension of sodium hydride (0.11 g) in dimethylformamide (15 ml) under ice cooling. Solution was stirred for 0.5 hr followed by the addition of methyl iodide (2.03 g). After stirring for 2 hr at ambient temperature, solution was added to ice-water and product was isolated by partitioning with ethyl acetate... Starting materials: Cl (hydrochloric acid), C(C)C1=C2C(=C(C=C(C2=CC=C1)/C(=C/C(=O)OCC)/C)OC)OCOC (ethyl (E)-3-(5-ethyl-3-methoxy-4-methoxymethoxy-1-naphthyl)-2-butenoate), [OH-].[K+] (potassium hydroxide), O (water). Run in C(C)O (ethanol), O1CCCC1 (tetrahydrofuran). The product is C(C)C1=C2C(=C(C=C(C2=CC=C1)/C(=C/C(=O)O)/C)OC)O ((E)-3-(5-ethyl-4-hydroxy-3-methoxy-1-naphthyl)-2-butenoic acid). Yield: 74.6%. Reaction SMILES: [CH2:1]([C:3]1[CH:12]=[CH:11][CH:10]=[C:9]2[C:4]=1[C:5]([O:23]COC)=[C:6]([O:21][CH3:22])[CH:7]=[C:8]2/[C:13](/[CH3:20])=[CH:14]/[C:15]([O:17]CC)=[O:16])[CH3:2].[OH-].[K+].O.Cl>C(O)C.O1CCCC1>[CH2:1]([C:3]1[CH:12]=[CH:11][CH:10]=[C:9]2[C:4]=1[C:5]([OH:23])=[C:6]([O:21][CH3:22])[CH:7]=[C:8]2/[C:13](/[CH3:20])=[CH:14]/[C:15]([OH:17])=[O:16])[CH3:2] |f:1.2|. Procedure: 470 mg of ethyl (E)-3-(5-ethyl-3-methoxy-4-methoxymethoxy-1-naphthyl)-2-butenoate was dissolved in 5 ml of ethanol and 5 ml of tetrahydrofuran, to which 350 mg of potassium hydroxide and 2 ml of water were added, followed by refluxing for 1 hour. The reaction mixture was neutralized with 1N hydrochloric acid and extracted with ethyl acetate. The organic layer was washed with water, dried over anhydrous magnesium sulfate, and evaporated to obtain 280 mg of the titled compound as pale yellow cryst... Starting materials: solid, OP(=O)(O)[O-].[K+] (KH2PO4), BrC1=C(C=C(C=C1)[N+](=O)[O-])OC (2-bromo-5-nitroanisole), C(Cl)Cl (CH2Cl2), B(Br)(Br)Br (Boron tribromide). The solvent is O (water). Run at temperature -44 celsius, time 20 hour. Yields the product BrC1=C(C=C(C=C1)[N+](=O)[O-])O (2-bromo-5-nitrophenol). Isolated yield 100.0%. RXN SMILES: [Br:1][C:2]1[CH:7]=[CH:6][C:5]([N+:8]([O-:10])=[O:9])=[CH:4][C:3]=1[O:11]C.C(Cl)Cl.B(Br)(Br)Br.OP([O-])(O)=O.[K+]>O>[Br:1][C:2]1[CH:7]=[CH:6][C:5]([N+:8]([O-:10])=[O:9])=[CH:4][C:3]=1[OH:11] |f:3.4|. Procedure details: A mixture of 29.1 g (125.6 mmol) of 2-bromo-5-nitroanisole and 250 mL CH2Cl2 was stirred at −44° C. in a dry ice acetonitrile bath under a nitrogen atmosphere. Boron tribromide (18 mL) was added dropwise to the reaction mixture. The resulting black reaction was stirred while allowing the cooling bath to slowly rise to room temperature over 20 h. TLC analysis indicated complete reaction, so the reaction mixture was transferred to an addition funnel and added cautiously to a mixture of ice, water ... Starting materials: C(C)(C)(C)OC(=O)N1CC2=CC(=CC=C2C(C1)(C)C)NC1=NC2=C(N1)C=CC(=C2)OC2=CC(=NC=C2)C(NC)=O (2-tert-Butoxycarbonyl-4,4-Dimethyl-7-[5-(2-methylcarbamoyl-pyridin-4-yloxy)-1H-benzimidazol-2-ylamino]-3,4-dihydro-1H-isoquinoline), C(=O)(C(F)(F)F)O (TFA). Solvent: C(Cl)Cl (CH2Cl2). Run at time 2 hour. Product: CNC(=O)C1=NC=CC(=C1)OC1=CC2=C(NC(=N2)NC2=CC=C3C(CNCC3=C2)(C)C)C=C1 (4-[2-(4,4-Dimethyl-1,2,3,4-tetrahydroisoquinolin-7-ylamino)-1H-benzimidazol-5-yloxy]-pyridine-2-carboxylic acid methylamide). RXN SMILES: C(OC([N:8]1[CH2:17][C:16]([CH3:19])([CH3:18])[C:15]2[C:10](=[CH:11][C:12]([NH:20][C:21]3[NH:25][C:24]4[CH:26]=[CH:27][C:28]([O:30][C:31]5[CH:36]=[CH:35][N:34]=[C:33]([C:37](=[O:40])[NH:38][CH3:39])[CH:32]=5)=[CH:29][C:23]=4[N:22]=3)=[CH:13][CH:14]=2)[CH2:9]1)=O)(C)(C)C.C(O)(C(F)(F)F)=O>C(Cl)Cl>[CH3:39][NH:38][C:37]([C:33]1[CH:32]=[C:31]([O:30][C:28]2[CH:27]=[CH:26][C:24]3[NH:25][C:21]([NH:20][C:12]4[CH:11]=[C:10]5[C:15]([C:16]([CH3:19])([CH3:18])[CH2:17][NH:8][CH2:9]5)=[CH:14][CH:13]=4)=[N:22][C:23]=3[CH:29]=2)[CH:36]=[CH:35][N:34]=1)=[O:40]. Reported procedure: To a solution of 2-tert-butoxycarbonyl-4,4-dimethyl-7-[5-(2-methylcarbamoyl-pyridin-4-yloxy)-1H-benzimidazol-2-ylamino]-3,4-dihydro-1H-isoquinoline (230 mg) (Example 11) in CH2Cl2 (10 mL) was added TFA (1 mL). The mixture was stirred at RT for 2 h. Solvent was evaporated, aqueous NaHCO3 solution was added, and the mixture was extracted with EtOAc. The organic phase was dried, filtered and evaporated to give the title compound. MS (MH+)=443.2; Calc'd 442.21 for C25H26N6O2. Reactants: N1CCOCC1 (morpholine), C=C1CC(=O)O1 (diketene). Run in O1CCCC1 (tetrahydrofuran). Run at temperature 0 celsius, time 1 hour. Yields the product N1(CCOCC1)C(CC(C)=O)=O (1-(Morpholin-4-yl)butane-1,3-dione). The yield is 80.6%. RXN SMILES: [NH:1]1[CH2:6][CH2:5][O:4][CH2:3][CH2:2]1.[CH2:7]=[C:8]1[O:12][C:10](=[O:11])[CH2:9]1>O1CCCC1>[N:1]1([C:10](=[O:11])[CH2:9][C:8](=[O:12])[CH3:7])[CH2:6][CH2:5][O:4][CH2:3][CH2:2]1. Procedure details: 33 ml (0.38 mol) of morpholine were added dropwise at −5 to 0° C. to a solution of 30 g of diketene (0.36 mol) in 300 ml tetrahydrofuran. After 1 h stirring at 0° C. no more starting material was detected by thin layer chromatography. The reaction mixture was evaporated and the residue purified by column chromatography. This gave 49.48 g (0.29 mol, 81% yield) of a white solid.